This data is from the Open Reaction Database (ORD), a public repository of structured organic reaction records. The task is: describe an organic reaction: reactants, conditions, products, and yield The reactants are CCOC(=O)C1(NC(=O)c2ccnc3ccccc23)Cc2ccccc2C1, CCO, [K+], [OH-], O. The product is O=C(NC1(C(=O)O)Cc2ccccc2C1)c1ccnc2ccccc12. RXN SMILES: [CH2:1]([CH3:2])[O:3][C:4](=[O:5])[C:6]1([NH:15][C:16](=[O:17])[c:18]2[cH:19][cH:20][n:21][c:22]3[cH:23][cH:24][cH:25][cH:26][c:27]23)[CH2:7][c:8]2[cH:9][cH:10][cH:11][cH:12][c:13]2[CH2:14]1.[CH3:31][CH2:32][OH:33].[K+:29].[OH-:28].[OH2:30]>>[O:3]=[C:4]([OH:5])[C:6]1([NH:15][C:16](=[O:17])[c:18]2[cH:19][cH:20][n:21][c:22]3[cH:23][cH:24][cH:25][cH:26][c:27]23)[CH2:7][c:8]2[cH:9][cH:10][cH:11][cH:12][c:13]2[CH2:14]1. Starting materials: ClCCCl, COc1ccccc1NC(=O)CC(=O)O, Cl, Nc1ccc(Oc2ccnc3cc(-c4cnc(=O)n(CCN5CCOCC5)c4)sc23)c(F)c1, CN(C)C=O, On1nnc2ccccc21. The product is COc1ccccc1NC(=O)CC(=O)Nc1ccc(Oc2ccnc3cc(-c4cnc(=O)n(CCN5CCOCC5)c4)sc23)c(F)c1. Reaction SMILES: [CH2:65]([Cl:66])[CH2:67][Cl:68].[CH3:34][O:35][c:36]1[c:37]([NH:42][C:43]([CH2:44][C:45](=[O:46])[OH:47])=[O:48])[cH:38][cH:39][cH:40][cH:41]1.[ClH:59].[NH2:1][c:2]1[cH:3][c:4]([F:33])[c:5]([O:6][c:7]2[c:8]3[c:9]([n:10][cH:11][cH:12]2)[cH:13][c:14](-[c:16]2[cH:17][n:18][c:19](=[O:30])[n:20]([CH2:22][CH2:23][N:24]4[CH2:25][CH2:26][O:27][CH2:28][CH2:29]4)[cH:21]2)[s:15]3)[cH:31][cH:32]1.[O:60]=[CH:61][N:62]([CH3:63])[CH3:64].[OH:49][n:50]1[c:51]2[c:52]([cH:53][cH:54][cH:55][cH:56]2)[n:57][n:58]1>>[NH:1]([c:2]1[cH:3][c:4]([F:33])[c:5]([O:6][c:7]2[c:8]3[c:9]([n:10][cH:11][cH:12]2)[cH:13][c:14](-[c:16]2[cH:17][n:18][c:19](=[O:30])[n:20]([CH2:22][CH2:23][N:24]4[CH2:25][CH2:26][O:27][CH2:28][CH2:29]4)[cH:21]2)[s:15]3)[cH:31][cH:32]1)[C:45]([CH2:44][C:43]([NH:42][c:37]1[c:36]([O:35][CH3:34])[cH:41][cH:40][cH:39][cH:38]1)=[O:48])=[O:46]. The reactants are NCCOCCOCCOCCNS(=O)(=O)C1=CC(=CC=C1)C1CN(CC2=C(C=C(C=C12)Cl)Cl)C (N-(2-(2-(2-(2-aminoethoxy)ethoxy)ethoxy)ethyl)-3-(6,8-dichloro-2-methyl-1,2,3,4-tetrahydroisoquinolin-4-yl)benzenesulfonamide), CC(C(=O)ON1C(CCC1=O)=O)(C(=O)ON1C(CCC1=O)=O)C (bis(2,5-dioxopyrrolidin-1-yl) 2,2-dimethylmalonate). Product: ClC=1C=C2C(CN(CC2=C(C1)Cl)C)C=1C=C(C=CC1)S(=O)(=O)NCCOCCOCCOCCNC(C(C(=O)NCCOCCOCCOCCNS(=O)(=O)C1=CC(=CC=C1)C1CN(CC2=C(C=C(C=C12)Cl)Cl)C)(C)C)=O (N1,N3-bis(2-(2-(2-(2-(3-(6,8-dichloro-2-methyl-1,2,3,4-tetrahydroisoquinolin-4-yl)phenylsulfonamido)ethoxy)ethoxy)ethoxy)ethyl)-2,2-dimethylmalonamide). As a reaction SMILES: [NH2:1][CH2:2][CH2:3][O:4][CH2:5][CH2:6][O:7][CH2:8][CH2:9][O:10][CH2:11][CH2:12][NH:13][S:14]([C:17]1[CH:22]=[CH:21][CH:20]=[C:19]([CH:23]2[C:32]3[C:27](=[C:28]([Cl:34])[CH:29]=[C:30]([Cl:33])[CH:31]=3)[CH2:26][N:25]([CH3:35])[CH2:24]2)[CH:18]=1)(=[O:16])=[O:15].[CH3:36][C:37]([CH3:58])([C:48]([O:50]N1C(=O)CCC1=O)=O)[C:38]([O:40]N1C(=O)CCC1=O)=O>>[Cl:33][C:30]1[CH:31]=[C:32]2[C:27](=[C:28]([Cl:34])[CH:29]=1)[CH2:26][N:25]([CH3:35])[CH2:24][CH:23]2[C:19]1[CH:18]=[C:17]([S:14]([NH:13][CH2:12][CH2:11][O:10][CH2:9][CH2:8][O:7][CH2:6][CH2:5][O:4][CH2:3][CH2:2][NH:1][C:48](=[O:50])[C:37]([CH3:36])([CH3:58])[C:38]([NH:1][CH2:2][CH2:3][O:4][CH2:5][CH2:6][O:7][CH2:8][CH2:9][O:10][CH2:11][CH2:12][NH:13][S:14]([C:17]2[CH:22]=[CH:21][CH:20]=[C:19]([CH:23]3[C:32]4[C:27](=[C:28]([Cl:34])[CH:29]=[C:30]([Cl:33])[CH:31]=4)[CH2:26][N:25]([CH3:35])[CH2:24]3)[CH:18]=2)(=[O:16])=[O:15])=[O:40])(=[O:16])=[O:15])[CH:22]=[CH:21][CH:20]=1. Procedure: Compound 182 was prepared from compound 28 and bis(2,5-dioxopyrrolidin-1-yl) 2,2-dimethylmalonate (prepared using the methods outlined in example 168) following the procedure outlined in example 175. The crude product (250 mg) was purified by Prep-HPLC with the following conditions: Column, C18 silica gel; mobile phase, MeCN/H2O/CF3COOH=39/100/0.05; Detector, UV 254 nm. This resulted in 152.3 mg (47%) of a TFA salt of N1,N3-bis(2-(2-(2-(2-(3-(6,8-dichloro-2-methyl-1,2,3,4-tetrahydroisoquinolin-4...